From a dataset of the Open Reaction Database (ORD), a public repository of structured organic reaction records. describe an organic reaction: reactants, conditions, products, and yield The reactants are COC(=O)CC(C)(C)C=O, O, O, OCCO, Cc1ccc(S(=O)(=O)O)cc1, c1ccccc1. As a reaction SMILES: [CH3:1][C:2]([CH2:3][C:4](=[O:5])[O:6][CH3:7])([CH:8]=[O:9])[CH3:10].[OH2:15].[OH2:27].[OH:11][CH2:12][CH2:13][OH:14].[c:16]1([CH3:17])[cH:18][cH:19][c:20]([S:21]([OH:22])(=[O:23])=[O:24])[cH:25][cH:26]1.[cH:28]1[cH:29][cH:30][cH:31][cH:32][cH:33]1>>[CH3:1][C:2]([CH2:3][C:4](=[O:5])[O:6][CH3:7])([CH:8]1[O:9][CH2:13][CH2:12][O:11]1)[CH3:10]. Product: COC(=O)CC(C)(C)C1OCCO1. The reactants are COCCO[Al+]OCCOC, Cc1c(O)cc2c(c1Cl)C(=O)C(C)(C1CCCC1)C2, [H-], [H-], [Na+], C1CCOC1. The product is Cc1c(O)cc2c(c1Cl)C(O)C(C)(C1CCCC1)C2. RXN SMILES: [CH3:21][O:22][CH2:23][CH2:24][O:25][Al+:26][O:27][CH2:28][CH2:29][O:30][CH3:31].[CH:1]1([C:6]2([CH3:19])[C:7](=[O:18])[c:8]3[c:9]([Cl:17])[c:10]([CH3:16])[c:11]([OH:15])[cH:12][c:13]3[CH2:14]2)[CH2:2][CH2:3][CH2:4][CH2:5]1.[H-:20].[H-:33].[Na+:32].[O:34]1[CH2:35][CH2:36][CH2:37][CH2:38]1>>[CH:1]1([C:6]2([CH3:19])[CH:7]([OH:18])[c:8]3[c:9]([Cl:17])[c:10]([CH3:16])[c:11]([OH:15])[cH:12][c:13]3[CH2:14]2)[CH2:2][CH2:3][CH2:4][CH2:5]1. Starting materials: [K+].FC1=NC=CC(=C1)C1=NC=CC2=C1C=C(N2CCOC2=CC=C(C=C2)OC(F)(F)F)C(=O)[O-] (4-(2-Fluoropyridin-4-yl)-1-{2-[4-(trifluoromethoxy)phenoxy]ethyl}-1H-pyrrolo[3,2-c]pyridine-2-carboxylic acid potassium salt), C(O)CN (ethanolamine), C(O)CN (ethanolamine). Run in N1=CC=CC=C1 (pyridine). Run at temperature 120 celsius, time 8 hour. Yields the product OCCNC1=NC=CC(=C1)C1=NC=CC2=C1C=C(N2CCOC2=CC=C(C=C2)OC(F)(F)F)C(=O)O (4-{2-[(2-Hydroxyethyl)amino]pyridin-4-yl}-1-{2-[4-(trifluoromethoxy)phenoxy]ethyl}-1H-pyrrolo[3,2-c]pyridine-2-carboxylic acid). Isolated yield 63.7%. As a reaction SMILES: [K+].F[C:3]1[CH:8]=[C:7]([C:9]2[C:14]3[CH:15]=[C:16]([C:32]([O-:34])=[O:33])[N:17]([CH2:18][CH2:19][O:20][C:21]4[CH:26]=[CH:25][C:24]([O:27][C:28]([F:31])([F:30])[F:29])=[CH:23][CH:22]=4)[C:13]=3[CH:12]=[CH:11][N:10]=2)[CH:6]=[CH:5][N:4]=1.[CH2:35]([CH2:37][NH2:38])[OH:36]>N1C=CC=CC=1>[OH:36][CH2:35][CH2:37][NH:38][C:3]1[CH:8]=[C:7]([C:9]2[C:14]3[CH:15]=[C:16]([C:32]([OH:34])=[O:33])[N:17]([CH2:18][CH2:19][O:20][C:21]4[CH:22]=[CH:23][C:24]([O:27][C:28]([F:29])([F:30])[F:31])=[CH:25][CH:26]=4)[C:13]=3[CH:12]=[CH:11][N:10]=2)[CH:6]=[CH:5][N:4]=1 |f:0.1|. Procedure: 4-(2-Fluoropyridin-4-yl)-1-{2-[4-(trifluoromethoxy)phenoxy]ethyl}-1H-pyrrolo[3,2-c]pyridine-2-carboxylic acid potassium salt (25 mg, 0.050 mmole) was taken up in pyridine (0.3 mL) in a screw cap vial. To this was added ethanolamine (0.015 mL, 0.250 mmole). The vial was capped then heated to 120° C. After stirring overnight ethanolamine (0.015 mL, 0.250 mmole) was added and heating continued. After stirring overnight the mixture was cooled to RT and concentrated. The crude material was taken up i... Starting materials: N1CCNCC1 (piperazine), CC(CBr)C1=CC=CC=C1 (β-bromoisopropylbenzene). The solvent is O (water), C(C)O (ethanol). Yields the product C1(=CC=CC=C1)C(CN1CCNCC1)C (1-(2-Phenyl-propyl)piperazine). Reaction SMILES: [NH:1]1[CH2:6][CH2:5][NH:4][CH2:3][CH2:2]1.[CH3:7][CH:8]([C:11]1[CH:16]=[CH:15][CH:14]=[CH:13][CH:12]=1)[CH2:9]Br>O.C(O)C>[C:11]1([CH:8]([CH3:9])[CH2:7][N:1]2[CH2:6][CH2:5][NH:4][CH2:3][CH2:2]2)[CH:16]=[CH:15][CH:14]=[CH:13][CH:12]=1. Procedure: A solution of piperazine (344 g), β-bromoisopropylbenzene (199 g) in water (1 liter) and ethanol (0.35 liter) is refluxed for 24 hours. After cooling, the resulting amine is extracted with 3×0.5 liter methylene chloride. After washing with water and evaporation of the solvent in vacuo, the resulting 2-phenylpropyl piperazine is distilled; b.p.=163°-165° C./15 mm Hg. Reactants: C1(=CC=CC=C1)S(=O)(=O)CC(C)=O (phenylsulfonylacetone), C(/C=C/CCl)Cl (1,4-dichlorobutene-2). The product is C1(=CC=CC=C1)S(=O)(=O)C1(C(C1)C=C)C(C)=O (1-phenylsulfonyl-1-acetyl-2-vinylcyclopropane). As a reaction SMILES: [C:1]1([S:7]([CH2:10][C:11](=[O:13])[CH3:12])(=[O:9])=[O:8])[CH:6]=[CH:5][CH:4]=[CH:3][CH:2]=1.[CH2:14](Cl)/[CH:15]=[CH:16]/[CH2:17]Cl>>[C:1]1([S:7]([C:10]2([C:11](=[O:13])[CH3:12])[CH2:17][CH:16]2[CH:15]=[CH2:14])(=[O:8])=[O:9])[CH:2]=[CH:3][CH:4]=[CH:5][CH:6]=1. Reported procedure: Utilizing a phase-transfer procedure similar to that described in Example I, phenylsulfonylacetone was reacted with 1,4-dichlorobutene-2 to obtain 1-phenylsulfonyl-1-acetyl-2-vinylcyclopropane. For the reaction, 9.91 grams phenylsulfonylacetone (Parish Chemical Co.) and 6.25 grams 1,4-dichlorobutene-2 were combined in 20 mls sulfolane containing 6.6 grams potassium hydroxide (85%) and 5 mole percent tricaprylylmethylammonium chloride. The reaction mixture was stirred at 35°-40° C. for 31/2 hours... The reactants are C(C)(=O)C1CNCC2=C1NC=1C=NC3=CC(=CC=C3C12)Cl (8-acetyl-3-chloro-7,8,9,10-tetrahydro-11H-pyrido[3',4':4,5]pyrrolo[2,3-c]quinoline). Solvent: Cl (hydrochloric acid). Conditions: time 8 hour. The product is ClC1=CC=C2C3=C(C=NC2=C1)NC1=C3CNCC1 (3-Chloro-7,8,9,10-tetrahydro-11H-pyrido[3',4':4,5]pyrrolo[2,3-c]quinoline). RXN SMILES: C([CH:4]1[C:9]2[NH:10][C:11]3[CH:12]=[N:13][C:14]4[C:19]([C:20]=3[C:8]=2[CH2:7][NH:6][CH2:5]1)=[CH:18][CH:17]=[C:16]([Cl:21])[CH:15]=4)(=O)C>Cl>[Cl:21][C:16]1[CH:15]=[C:14]2[C:19]([C:20]3[C:8]4[CH2:7][NH:6][CH2:5][CH2:4][C:9]=4[NH:10][C:11]=3[CH:12]=[N:13]2)=[CH:18][CH:17]=1. Procedure details: A mixture prepared from 27 g of 8-acetyl-3-chloro-7,8,9,10-tetrahydro-11H-pyrido[3',4':4,5]pyrrolo[2,3-c]quinoline and 200 ml of concentrated hydrochloric acid was heated at reflux for 1 hour, whereupon a solid precipitated. The mixture was stirred overnight at room temperature, and the solid was filtrated and dissolved in 200 ml of water. This solution was made alkaline with 25% sodium hydroxide solution, and the solid-form free base was filtrated and washed with ethanol. The yield was 17 g, mp... The reactants are IC1=NC(=C2N=CN(C2=N1)C(C)C)NCCC1=CC=C(C=C1)O (4-(2-(2-iodo-9-isopropyl-9H-purin-6-ylamino)ethyl)phenol), ClC=1C=C(C=NC1)B(O)O (5-chloropyridin-3-ylboronic acid). Product: ClC=1C=C(C=NC1)C1=NC(=C2N=CN(C2=N1)C(C)C)NCCC1=CC=C(C=C1)O (4-(2-(2-(5-chloropyridin-3-yl)-9-isopropyl-9H-purin-6-ylamino)ethyl)phenol). As a reaction SMILES: I[C:2]1[N:10]=[C:9]2[C:5]([N:6]=[CH:7][N:8]2[CH:11]([CH3:13])[CH3:12])=[C:4]([NH:14][CH2:15][CH2:16][C:17]2[CH:22]=[CH:21][C:20]([OH:23])=[CH:19][CH:18]=2)[N:3]=1.[Cl:24][C:25]1[CH:26]=[C:27](B(O)O)[CH:28]=[N:29][CH:30]=1>>[Cl:24][C:25]1[CH:26]=[C:27]([C:2]2[N:10]=[C:9]3[C:5]([N:6]=[CH:7][N:8]3[CH:11]([CH3:13])[CH3:12])=[C:4]([NH:14][CH2:15][CH2:16][C:17]3[CH:22]=[CH:21][C:20]([OH:23])=[CH:19][CH:18]=3)[N:3]=2)[CH:28]=[N:29][CH:30]=1. Procedure details: Following the procedure of Example 15d, 4-(2-(2-iodo-9-isopropyl-9H-purin-6-ylamino)ethyl)phenol (b) was reacted with 5-chloropyridin-3-ylboronic acid. The crude product was purified by reverse-phase HPLC(C18 column, eluting with ACN—H2O 0.05% TFA) to afford the title compound as an off-white solid.